From a dataset of the Open Reaction Database (ORD), a public repository of structured organic reaction records. describe an organic reaction: reactants, conditions, products, and yield Starting materials: C=CC(=O)OCC, CCC(CC)CC=CN1CCCCC1, CC#N, Oc1ccc(O)cc1. Yields the product CCOC(=O)C1CC(CC(CC)CC)C1N1CCCCC1. RXN SMILES: [C:15]([CH:16]=[CH2:17])(=[O:18])[O:19][CH2:20][CH3:21].[CH2:1]([CH3:2])[CH:3]([CH2:4][CH:5]=[CH:6][N:7]1[CH2:8][CH2:9][CH2:10][CH2:11][CH2:12]1)[CH2:13][CH3:14].[CH3:30][C:31]#[N:32].[OH:22][c:23]1[cH:24][cH:25][c:26]([OH:27])[cH:28][cH:29]1>>[CH2:1]([CH3:2])[CH:3]([CH2:4][CH:5]1[CH:6]([N:7]2[CH2:8][CH2:9][CH2:10][CH2:11][CH2:12]2)[CH:16]([C:15](=[O:18])[O:19][CH2:20][CH3:21])[CH2:17]1)[CH2:13][CH3:14].